Task: describe an organic reaction: reactants, conditions, products, and yield. Dataset: the Open Reaction Database (ORD), a public repository of structured organic reaction records Reactants: ClC1=NC=C(C=2C(=CC=CC12)S(=O)(=O)Cl)F (1-chloro-4-fluoro-5-isoquinolinesulfonyl chloride), C(C)(C)(C)OC(=O)N(C)[C@H]1CN(CC1)S(=O)(=O)C=1C=2C(=CN=C(C2C=CC1)Cl)F ((R)-3-[N-(tert-Butoxycarbonyl)-N-methylamino]-1-(1-chloro-4-fluoro-5-isoquinolinesulfonyl)pyrrolidine), C(C)(C)(C)OC(=O)N(C)[C@H]1CN(CC1)S(=O)(=O)C=1C=2C(=CN=C(C2C=CC1)Cl)F ((R)-3-[N-(tert-Butoxycarbonyl)-N-methylamino]-1-(1-chloro-4-fluoro-5-isoquinolinesulfonyl)pyrrolidine), C(C)(C)(C)OC(=O)N(C)[C@H]1CNCC1 ((R)-3-[N-(tert-butoxycarbonyl)-N-methylamino]pyrrolidine), C(C)(C)(C)OC(=O)N(C)[C@@H]1CNCC1 ((S)-3-[N-(tert-butoxycarbonyl)-N-methylamino]pyrrolidine), ClC1=NC=C(C=2C(=CC=CC12)S(=O)(=O)Cl)Br (1-chloro-4-bromo-5-isoquinolinesulfonyl chloride). Yields the product OC1=NC=C(C=2C(=CC=CC12)S(=O)(=O)N1C[C@@H](CC1)NC)F ((R)-1-(1-Hydroxy-4-fluoro-5-isoquinolinesulfonyl)-3-(methylamino)pyrrolidine), Cl (hydrochloride). As a reaction SMILES: C(OC([N:8]([C@@H:10]1[CH2:14][CH2:13][N:12]([S:15]([C:18]2[C:19]3[C:20]([F:29])=[CH:21][N:22]=[C:23]([Cl:28])[C:24]=3[CH:25]=[CH:26][CH:27]=2)(=[O:17])=[O:16])[CH2:11]1)[CH3:9])=O)(C)(C)C.ClC1C2C=CC=C(S(Cl)(=O)=[O:42])C=2C(F)=CN=1.C(OC(N([C@@H]1CCNC1)C)=O)(C)(C)C.ClC1C2C=CC=C(S(Cl)(=O)=O)C=2C(Br)=CN=1.C(OC(N([C@H]1CCNC1)C)=O)(C)(C)C>>[OH:42][C:23]1[C:24]2[CH:25]=[CH:26][CH:27]=[C:18]([S:15]([N:12]3[CH2:13][CH2:14][C@@H:10]([NH:8][CH3:9])[CH2:11]3)(=[O:17])=[O:16])[C:19]=2[C:20]([F:29])=[CH:21][N:22]=1.[ClH:28]. Procedure: (R)-3-[N-(tert-Butoxycarbonyl)-N-methylamino]-1-(1-chloro-4-fluoro-5-isoquinolinesulfonyl)pyrrolidine (Intermediate 27b) can be prepared by using 1-chloro-4-fluoro-5-isoquinolinesulfonyl chloride and (R)-3-[N-(tert-butoxycarbonyl)-N-methylamino]pyrrolidine in the method of Example 35-1, Step A instead of 1-chloro-4-bromo-5-isoquinolinesulfonyl chloride and (S)-3-[N-(tert-butoxycarbonyl)-N-methylamino]pyrrolidine, respectively, and then used in the method of Example 35-1, Step B in a similar mann... Starting materials: [H-].[Na+] (NaH), ClC1=C(SC=C1)C1C2=C(NC(=C1C(=O)OC(C)C)C)COC2=O (isopropyl 4-(3-chloro-2-thienyl)-2-methyl-5-oxo-1,4,5,7-tetrahydrofuro[3.4-b]pyridine-3-carboxylate), C(C)I (ethyl iodide). Run in CN(C=O)C (dimethylformamide). Reaction conditions: time 1 hour. Product: ClC1=C(SC=C1)C1C2=C(N(C(=C1C(=O)OC(C)C)C)CC)COC2=O (Isopropyl 4-(3-chloro-2-thienyl)-1-ethyl-2-methyl-5-oxo-1,4,5,7-tetrahydrofuro[3,4-b]pyridine-3-carboxylate). Reaction SMILES: [Cl:1][C:2]1[CH:6]=[CH:5][S:4][C:3]=1[CH:7]1[C:12]([C:13]([O:15][CH:16]([CH3:18])[CH3:17])=[O:14])=[C:11]([CH3:19])[NH:10][C:9]2[CH2:20][O:21][C:22](=[O:23])[C:8]1=2.[H-].[Na+].[CH2:26](I)[CH3:27]>CN(C)C=O>[Cl:1][C:2]1[CH:6]=[CH:5][S:4][C:3]=1[CH:7]1[C:12]([C:13]([O:15][CH:16]([CH3:17])[CH3:18])=[O:14])=[C:11]([CH3:19])[N:10]([CH2:26][CH3:27])[C:9]2[CH2:20][O:21][C:22](=[O:23])[C:8]1=2 |f:1.2|. Procedure: 10 mmol of isopropyl 4-(3-chloro-2-thienyl)-2-methyl-5-oxo-1,4,5,7-tetrahydrofuro[3.4-b]pyridine-3-carboxylate are dissolved in 25 ml of dimethylformamide and deprotonated with NaH, and 20 mmol of ethyl iodide are added. After the mixture has been stirred at room temperature for 1 hour, it is concentrated, water is added to the residue and the product is filtered off with suction and recrystallized from methanol. The reactants are C(C)(C)(C)OC(NC=1COC[C@@](N1)(C)C1=CC(=CC(=C1)Br)N)=O ([(R)-5-(3-Amino-5-bromo-phenyl)-5-methyl-5,6-dihydro-2H-[1,4]oxazin-3-yl]-carbamic acid tert-butyl ester), BrC=1C=NC(=NC1)C(=O)O (5-bromo-pyrimidine-2-carboxylic acid), C=1C=CC2=C(C1)N=NN2O (HOBT), CCN(C(C)C)C(C)C (DIPEA), C(CCl)Cl (EDC). Solvent: ClCCl (dichloromethane). Conditions: temperature 0 celsius, time 10 minute. Product: C(C)(C)(C)OC(NC=1COC[C@@](N1)(C)C1=CC(=CC(=C1)NC(=O)C1=NC=C(C=N1)Br)Br)=O (((R)-5-{3-Bromo-5-[(5-bromo-pyrimidine-2-carbonyl)-amino]-phenyl}-5-methyl-5,6-dihydro-2H-[1,4]oxazin-3-yl)-carbamic acid tert-butyl ester). RXN SMILES: [C:1]([O:5][C:6](=[O:23])[NH:7][C:8]1[CH2:9][O:10][CH2:11][C@:12]([C:15]2[CH:20]=[C:19]([Br:21])[CH:18]=[C:17]([NH2:22])[CH:16]=2)([CH3:14])[N:13]=1)([CH3:4])([CH3:3])[CH3:2].[Br:24][C:25]1[CH:26]=[N:27][C:28]([C:31](O)=[O:32])=[N:29][CH:30]=1.C1C=CC2N(O)N=NC=2C=1.CCN(C(C)C)C(C)C.C(Cl)CCl>ClCCl>[C:1]([O:5][C:6](=[O:23])[NH:7][C:8]1[CH2:9][O:10][CH2:11][C@:12]([C:15]2[CH:16]=[C:17]([NH:22][C:31]([C:28]3[N:29]=[CH:30][C:25]([Br:24])=[CH:26][N:27]=3)=[O:32])[CH:18]=[C:19]([Br:21])[CH:20]=2)([CH3:14])[N:13]=1)([CH3:2])([CH3:3])[CH3:4]. Reported procedure: [(R)-5-(3-Amino-5-bromo-phenyl)-5-methyl-5,6-dihydro-2H-[1,4]oxazin-3-yl]-carbamic acid tert-butyl ester (33 mg, 0.082 mmol), 5-bromo-pyrimidine-2-carboxylic acid (18 mg, 0.090 mmol) and HOBT (16 mg, 0.106 mmol) were dissolved in dichloromethane under N2 at 0° C. DIPEA (10.54 mg, 0.082 mmol) and EDC (17 mg, 0.090 mmol) were added. The mixture was stirred at 0° C. for 10 min, then allowed to warm to room temperature, stirred for 17 h at room temperature, quenched with 1M aqueous KHCO3 solution an... Starting materials: ClC1=CC2=C(N(C(N2)=O)CCCO)C=C1 (5-chloro-1,3-dihydro-1-(3-hydroxypropyl)-2H-benzimidazol-2-one), Br (hydrobromic acid). Solvent: O (water). The product is BrCCCN1C(NC2=C1C=CC(=C2)Cl)=O (1-(3-bromopropyl)-5-chloro-1,3-dihydro-2H-benzimidazol-2-one). Reaction SMILES: [Cl:1][C:2]1[CH:15]=[CH:14][C:5]2[N:6]([CH2:10][CH2:11][CH2:12]O)[C:7](=[O:9])[NH:8][C:4]=2[CH:3]=1.[BrH:16]>O>[Br:16][CH2:12][CH2:11][CH2:10][N:6]1[C:5]2[CH:14]=[CH:15][C:2]([Cl:1])=[CH:3][C:4]=2[NH:8][C:7]1=[O:9]. Procedure details: A mixture of 9.3 parts of 5-chloro-1,3-dihydro-1-(3-hydroxypropyl)-2H-benzimidazol-2-one and 83 parts of a hydrobromic acid solution 48% in water was stirred and refluxed for 6 hours. The reaction mixture was cooled and allowed to crystallize overnight at room temperature. The precipitated product was filtered off and stirred a few times in 100 parts of water till the pH of the filtrate was greater than 2. The product was stirred and refluxed for 1 hour in 55 parts of chlorobenzene with 1.3 part... Procedure details: A solution of the {9-[(phenyl)methyl]-2-(4-trifluoromethylphenyl)-5-carbamoylcarbazol-4-yl}oxyacetic acid, methyl ester (101 mg, 0.19 mM) and 0.95 mL (1.9 mM) of 2 N NaOH in 9.5 mL of ethanol was stirred for 30 minutes at 25° C. The reaction was acidified with 1N HCl to pH=2. After stirring 30 minutes, the resultant white precipitate was collected by filtration, washed with water, then dried in vacuo to afford 73 mg (75%) {9-[(phenyl)methyl]-2-(4-trifluoromethylphenyl)-5-carbamoylcarbazol-4-yl}o... The reactants are C1(=CC=CC=C1)CN1C2=CC=CC(=C2C=2C(=CC(=CC12)C1=CC=C(C=C1)C(F)(F)F)OCC(=O)OC)C(N)=O ({9-[(phenyl)methyl]-2-(4-trifluoromethylphenyl)-5-carbamoylcarbazol-4-yl}oxyacetic acid, methyl ester), [OH-].[Na+] (NaOH), Cl (HCl). Product: C1(=CC=CC=C1)CN1C2=CC=CC(=C2C=2C(=CC(=CC12)C1=CC=C(C=C1)C(F)(F)F)OCC(=O)O)C(N)=O ({9-[(phenyl)methyl]-2-(4-trifluoromethylphenyl)-5-carbamoylcarbazol-4-yl}oxyacetic acid). Reaction conditions: time 30 minute. As a reaction SMILES: [C:1]1([CH2:7][N:8]2[C:20]3[CH:19]=[C:18]([C:21]4[CH:26]=[CH:25][C:24]([C:27]([F:30])([F:29])[F:28])=[CH:23][CH:22]=4)[CH:17]=[C:16]([O:31][CH2:32][C:33]([O:35]C)=[O:34])[C:15]=3[C:14]3[C:9]2=[CH:10][CH:11]=[CH:12][C:13]=3[C:37](=[O:39])[NH2:38])[CH:6]=[CH:5][CH:4]=[CH:3][CH:2]=1.[OH-].[Na+].Cl>C(O)C>[C:1]1([CH2:7][N:8]2[C:20]3[CH:19]=[C:18]([C:21]4[CH:26]=[CH:25][C:24]([C:27]([F:30])([F:29])[F:28])=[CH:23][CH:22]=4)[CH:17]=[C:16]([O:31][CH2:32][C:33]([OH:35])=[O:34])[C:15]=3[C:14]3[C:9]2=[CH:10][CH:11]=[CH:12][C:13]=3[C:37](=[O:39])[NH2:38])[CH:6]=[CH:5][CH:4]=[CH:3][CH:2]=1 |f:1.2|. Run in C(C)O (ethanol). The yield is 74.2%. The reactants are O=C([O-])[O-], CCC(C)[BH-](C(C)CC)C(C)CC, [K+], [K+], [K+], [Na+], C1CCOC1, [OH-], CC1CC2=CC(=O)CCC2(CO)C2CCC3(C)C(O)CCC3C12, OO. Product: CC1CC2=CC(O)CCC2(CO)C2CCC3(C)C(O)CCC3C12. RXN SMILES: [C:42](=[O:43])([O-:44])[O-:45].[CH:1]([BH-:2]([CH:3]([CH2:4][CH3:5])[CH3:6])[CH:7]([CH2:8][CH3:9])[CH3:10])([CH2:11][CH3:12])[CH3:13].[K+:14].[K+:46].[K+:47].[Na+:39].[O:48]1[CH2:49][CH2:50][CH2:51][CH2:52]1.[OH-:38].[OH:15][CH:16]1[C:17]2([CH3:18])[CH:19]([CH2:20][CH2:21]1)[CH:22]1[CH:23]([CH3:37])[CH2:24][C:25]3=[CH:26][C:27](=[O:36])[CH2:28][CH2:29][C:30]3([CH2:31][OH:32])[CH:33]1[CH2:34][CH2:35]2.[OH:40][OH:41]>>[OH:15][CH:16]1[C:17]2([CH3:18])[CH:19]([CH2:20][CH2:21]1)[CH:22]1[CH:23]([CH3:37])[CH2:24][C:25]3=[CH:26][CH:27]([OH:36])[CH2:28][CH2:29][C:30]3([CH2:31][OH:32])[CH:33]1[CH2:34][CH2:35]2. Starting materials: Cl.COC=1C=C2CC(C(C2=CC1OC)=O)CCCCCN(CC1=C(C=CC=C1)OC)CC (5,6-dimethoxy-2-[5-[N-ethyl-N-[(2-methoxyphenyl)methyl]amino]pentyl]-1-indanone hydrochloride), [BH4-].[Na+] (sodium borohydride), [BH4-].[Na+] (sodium borohydride), O (water). Solvent: CO (methanol). Conditions: time 6 hour. The product is COC=1C=C2CC(C(C2=CC1OC)O)CCCCCN(CC1=C(C=CC=C1)OC)CC (1,2-Dihydro-5,6-dimethoxy-2-[5-[N-ethyl-N-[(2-methoxyphenyl)methyl]amino]pentyl]-1-hydroxyindene). The yield is 90.8%. RXN SMILES: Cl.[CH3:2][O:3][C:4]1[CH:5]=[C:6]2[C:10](=[CH:11][C:12]=1[O:13][CH3:14])[C:9](=[O:15])[CH:8]([CH2:16][CH2:17][CH2:18][CH2:19][CH2:20][N:21]([CH2:31][CH3:32])[CH2:22][C:23]1[CH:28]=[CH:27][CH:26]=[CH:25][C:24]=1[O:29][CH3:30])[CH2:7]2.[BH4-].[Na+].O>CO>[CH3:2][O:3][C:4]1[CH:5]=[C:6]2[C:10](=[CH:11][C:12]=1[O:13][CH3:14])[CH:9]([OH:15])[CH:8]([CH2:16][CH2:17][CH2:18][CH2:19][CH2:20][N:21]([CH2:31][CH3:32])[CH2:22][C:23]1[CH:28]=[CH:27][CH:26]=[CH:25][C:24]=1[O:29][CH3:30])[CH2:7]2 |f:0.1,2.3|. Procedure: To a solution of the 5,6-dimethoxy-2-[5-[N-ethyl-N-[(2-methoxyphenyl)methyl]amino]pentyl]-1-indanone hydrochloride (0.75 g) in methanol (10 ml) was gradually added sodium borohydride (0.3 g) and the mixture was stirred at room temperature for 6 hours. The excess sodium borohydride was then decomposed by addition of water and the solvent was distilled off under reduced pressure. The product was extracted into dichloromethane and washed with water. The dichloromethane layer was dried over anhydrou... The reactants are [OH-].[Na+] (sodium hydroxide), NC1=CC(=C(C=C1)O)Cl (4-amino-2-chlorophenol), Cl (hydrochloric acid), ClC(=O)OC (methyl chloroformate). Run in O (water). Run at time 3 hour. The product is ClC=1C=C(C=CC1O)NC(OC)=O (Methyl N-(3-chloro-4-hydroxyphenyl)carbamate). Yield: 87.0%. Reaction SMILES: [OH-].[Na+].[NH2:3][C:4]1[CH:9]=[CH:8][C:7]([OH:10])=[C:6]([Cl:11])[CH:5]=1.Cl[C:13]([O:15][CH3:16])=[O:14].Cl>O>[Cl:11][C:6]1[CH:5]=[C:4]([NH:3][C:13](=[O:14])[O:15][CH3:16])[CH:9]=[CH:8][C:7]=1[OH:10] |f:0.1|. Reported procedure: 5 ml of water and 2.5 ml of 10% aqueous sodium hydroxide solution were carefully added to 1.70 g of 4-amino-2-chlorophenol cooled in an ice-water bath and 2 ml of methyl chloroformate were added dropwise to the resulting mixture. The reaction mixture was then stirred for 3 hours at room temperature, at the end of which it was acidified with 4 ml of 2N hydrochloric acid, and the resulting mixture was extracted with methylene; chloride. The resulting extract was washed with water and then dried ov... Reactants: CCO, Clc1ncnc2c1CCCCCC2, NN, O. The product is NNc1ncnc2c1CCCCCC2. RXN SMILES: [CH3:17][CH2:18][OH:19].[Cl:4][c:5]1[c:6]2[c:7]([n:8][cH:9][n:10]1)[CH2:11][CH2:12][CH2:13][CH2:14][CH2:15][CH2:16]2.[NH2:2][NH2:3].[OH2:1]>>[NH:2]([NH2:3])[c:5]1[c:6]2[c:7]([n:8][cH:9][n:10]1)[CH2:11][CH2:12][CH2:13][CH2:14][CH2:15][CH2:16]2. Reactants: CCO, CC(=O)O, COc1cc(C=O)cc(OC)c1OC, CCO, ClCCCl, NNC(=O)CC1Sc2ccccc2NC1=O. The product is COc1cc(C=NNC(=O)CC2Sc3ccccc3NC2=O)cc(OC)c1OC. Reaction SMILES: [CH2:35]([OH:36])[CH3:37].[CH3:17][C:18](=[O:19])[OH:20].[CH3:21][O:22][c:23]1[cH:24][c:25]([CH:26]=[O:27])[cH:28][c:29]([O:33][CH3:34])[c:30]1[O:31][CH3:32].[CH3:42][CH2:43][OH:44].[Cl:38][CH2:39][CH2:40][Cl:41].[O:1]=[C:2]1[CH:3]([CH2:12][C:13](=[O:14])[NH:15][NH2:16])[S:4][c:5]2[c:6]([cH:8][cH:9][cH:10][cH:11]2)[NH:7]1>>[O:1]=[C:2]1[CH:3]([CH2:12][C:13](=[O:14])[NH:15][N:16]=[CH:26][c:25]2[cH:24][c:23]([O:22][CH3:21])[c:30]([O:31][CH3:32])[c:29]([O:33][CH3:34])[cH:28]2)[S:4][c:5]2[c:6]([cH:8][cH:9][cH:10][cH:11]2)[NH:7]1.